Dataset: the Open Reaction Database (ORD), a public repository of structured organic reaction records. Task: describe an organic reaction: reactants, conditions, products, and yield Starting materials: ClC=1C(=C(C=CC1)C#CC1=CC=C(C=C1)N1N=C(NC1=O)C1=C(C=CC=C1F)Cl)F (1-(4-((3-chloro-2-fluorophenyl)ethynyl)phenyl)-3-(2-chloro-6-fluorophenyl)-1H-1,2,4-triazol-5(4H)-one), [H-].[Na+] (NaH), C(C)Br (ethyl bromide). The solvent is CN(C)C=O (DMF). The product is ClC=1C(=C(C=CC1)C#CC1=CC=C(C=C1)N1N=C(N(C1=O)CC)C1=C(C=CC=C1F)Cl)F (1-(4-((3-Chloro-2-fluorophenyl)ethynyl)phenyl)-3-(2-chloro-6-fluorophenyl)-4-ethyl-1H-1,2,4-triazol-5(4H)-one). RXN SMILES: [Cl:1][C:2]1[C:3]([F:30])=[C:4]([C:8]#[C:9][C:10]2[CH:15]=[CH:14][C:13]([N:16]3[C:20](=[O:21])[NH:19][C:18]([C:22]4[C:27]([F:28])=[CH:26][CH:25]=[CH:24][C:23]=4[Cl:29])=[N:17]3)=[CH:12][CH:11]=2)[CH:5]=[CH:6][CH:7]=1.[H-].[Na+].[CH2:33](Br)[CH3:34]>CN(C=O)C>[Cl:1][C:2]1[C:3]([F:30])=[C:4]([C:8]#[C:9][C:10]2[CH:15]=[CH:14][C:13]([N:16]3[C:20](=[O:21])[N:19]([CH2:33][CH3:34])[C:18]([C:22]4[C:27]([F:28])=[CH:26][CH:25]=[CH:24][C:23]=4[Cl:29])=[N:17]3)=[CH:12][CH:11]=2)[CH:5]=[CH:6][CH:7]=1 |f:1.2|. Procedure details: The title compound was prepared by following the procedure as described for Intermediate-41 by using 1-(4-((3-chloro-2-fluorophenyl)ethynyl)phenyl)-3-(2-chloro-6-fluorophenyl)-1H-1,2,4-triazol-5(4H)-one (Example-12, 0.070 g, 0.15 mmol), dry DMF (3 mL), NaH (0.010 g, 0.23 mmol) and ethyl bromide (0.026 g, 0.23 mmol) to afford 0.030 g of the crude product which was purified by column chromatography in basic alumina eluting with 0.2% methanol:DCM to afford 0.030 g of pure product. 1H NMR (300 MHz, ... Reactants: BrC1=C(N=CN1)CCCCN (5-bromo-4-(4-aminobutyl)imidazole), [N+](=O)([O-])C=C(SC)SC (1-nitro2,2-bis-methylthioethylene), [N+](=O)([O-])C=C(NCCCCC=1N=CNC1Br)SC (1-nitro-2-methylthio-2-[4-(5-bromo-4-imidazolyl)butylamino]ethylene), CN (methylamine). RXN SMILES: [Br:1][C:2]1[NH:6][CH:5]=[N:4][C:3]=1[CH2:7][CH2:8][CH2:9][CH2:10][NH2:11].[N+](C=C(SC)SC)([O-])=O.[N+:21]([CH:24]=[C:25](SC)[NH:26][CH2:27]CCCC1N=CNC=1Br)([O-:23])=[O:22].CN>>[N+:21]([CH:24]=[C:25]([NH:26][CH3:27])[NH:11][CH2:10][CH2:9][CH2:8][CH2:7][C:3]1[N:4]=[CH:5][NH:6][C:2]=1[Br:1])([O-:23])=[O:22]. Yields the product [N+](=O)([O-])C=C(NCCCCC=1N=CNC1Br)NC (1-Nitro-2-methylamino-2-[4-(5-bromo-4-imidazolyl)butylamino]ethylene). Reported procedure: When 5-bromo-4-(4-aminobutyl)imidazole is reacted with 1-nitro2,2-bis-methylthioethylene according to the procedure of Example 8(i) and the resultant 1-nitro-2-methylthio-2-[4-(5-bromo-4-imidazolyl)butylamino]ethylene, m.p. 157°-158° treated with methylamine by the procedure of Example 8(ii), the title compound, m.p. 145°-148° is produced. Starting materials: [BH4-], CO, ClCCl, COc1ccc2ncc(F)c(CCN3CC(=NO)C(CN)C3)c2n1, [Na+], [Na+], O=C([O-])O, O=Cc1ccc2c(n1)NC(=O)CS2. Product: COc1ccc2ncc(F)c(CCN3CC(=NO)C(CNCc4ccc5c(n4)NC(=O)CS5)C3)c2n1. As a reaction SMILES: [BH4-:43].[CH3:48][OH:49].[Cl:45][CH2:46][Cl:47].[NH2:1][CH2:2][CH:3]1[C:4](=[N:23][OH:24])[CH2:5][N:6]([CH2:8][CH2:9][c:10]2[c:11]([F:22])[cH:12][n:13][c:14]3[cH:15][cH:16][c:17]([O:20][CH3:21])[n:18][c:19]23)[CH2:7]1.[Na+:42].[Na+:44].[O-:38][C:39]([OH:40])=[O:41].[O:25]=[C:26]1[NH:27][c:28]2[c:29]([cH:32][cH:33][c:34]([CH:36]=[O:37])[n:35]2)[S:30][CH2:31]1>>[NH:1]([CH2:2][CH:3]1[C:4](=[N:23][OH:24])[CH2:5][N:6]([CH2:8][CH2:9][c:10]2[c:11]([F:22])[cH:12][n:13][c:14]3[cH:15][cH:16][c:17]([O:20][CH3:21])[n:18][c:19]23)[CH2:7]1)[CH2:36][c:34]1[cH:33][cH:32][c:29]2[c:28]([n:35]1)[NH:27][C:26](=[O:25])[CH2:31][S:30]2. The reactants are C1(CCCC1)C=1SC=C(N1)C(=O)OCC (Ethyl 2-cyclopentylthiazole-4-carboxylate), CCC(CC)C=1SC=C(N1)C(=O)OCC (Ethyl 2-(pentan-3-yl)thiazole-4-carboxylate). The product is CCC(CC)C=1SC=C(N1)C(=O)O (2-(Pentan-3-yl)thiazole-4-carboxylic acid). As a reaction SMILES: [CH:1]1([C:6]2[S:7][CH:8]=[C:9]([C:11]([O:13]CC)=[O:12])[N:10]=2)[CH2:5][CH2:4][CH2:3][CH2:2]1.CCC(C1SC=C(C(OCC)=O)N=1)CC>>[CH3:3][CH2:2][CH:1]([C:6]1[S:7][CH:8]=[C:9]([C:11]([OH:13])=[O:12])[N:10]=1)[CH2:5][CH3:4]. Procedure: Prepared by the method of Carboxylic Acid 2, step d using ethyl 2-(pentan-3-yl)thiazole-4-carboxylate [Carboxylic Acid 3, step c] (2.8 g) in place of ethyl 2-cyclopentylthiazole-4-carboxylate. Yield 2.3 g. Reactants: C1=CCCCC1, CC1=CCC(C(C)O)C(C)(C)C1, CC1=CC(C)(C)C(CCO)CC1, CC(C)O, O, O=S(=O)(O)O. The product is CC1OC2(C)CCC1C(C)(C)C2. Reaction SMILES: [CH2:30]1[CH2:31][CH:32]=[CH:33][CH2:34][CH2:35]1.[CH3:18][CH:19]([OH:20])[CH:21]1[CH2:22][CH:23]=[C:24]([CH3:29])[CH2:25][C:26]1([CH3:27])[CH3:28].[CH3:6][C:7]1=[CH:17][C:14]([CH3:15])([CH3:16])[CH:10]([CH2:11][CH2:12][OH:13])[CH2:9][CH2:8]1.[CH:37]([OH:38])([CH3:39])[CH3:40].[OH2:36].[S:1](=[O:2])(=[O:3])([OH:4])[OH:5]>>[CH3:18][CH:19]1[O:20][C:24]2([CH3:29])[CH2:23][CH2:22][CH:21]1[C:26]([CH3:27])([CH3:28])[CH2:25]2. Reactants: CS(=O)[O-].[Na+] (sodium methanesulfinate), CS(=O)(=O)OCC(COC1=CC(=C(C(=C1)C)Br)C)(C)C (3-(4-bromo-3,5-dimethylphenoxy)-2,2-dimethylpropyl methanesulfonate). Run in CN1C(CCC1)=O (N-methyl-2-pyrrolidinon), C(C)OCC (diethylether). Conditions: temperature 180 celsius. The product is BrC1=C(C=C(C=C1C)OCC(CS(=O)(=O)C)(C)C)C (2-Bromo-5-(2,2-dimethyl-3-(methylsulfonyl)propoxy)-1,3-dimethylbenzene). RXN SMILES: [CH3:1][S:2]([O-:4])=[O:3].[Na+].CS(O[CH2:11][C:12]([CH3:25])([CH3:24])[CH2:13][O:14][C:15]1[CH:20]=[C:19]([CH3:21])[C:18]([Br:22])=[C:17]([CH3:23])[CH:16]=1)(=O)=O>CN1CCCC1=O.C(OCC)C>[Br:22][C:18]1[C:17]([CH3:23])=[CH:16][C:15]([O:14][CH2:13][C:12]([CH3:25])([CH3:24])[CH2:11][S:2]([CH3:1])(=[O:4])=[O:3])=[CH:20][C:19]=1[CH3:21] |f:0.1|. Reported procedure: In a microwave vial sodium methanesulfinate (720 mg) is added to a solution of 3-(4-bromo-3,5-dimethylphenoxy)-2,2-dimethylpropyl methanesulfonate (271 mg) in N-methyl-2-pyrrolidinon (NMP) (8 mL). The mixture is heated to 180° C. for 30 minutes. Then the mixture is diluted with diethylether, washed with water and brine and dried (MgSO4). The solvent is evaporated and the residue is purified by HPLC on reversed phase to give the title compound. Yield: 32 mg; LC (method 8): tR=0.47 min; Mass spect... Starting materials: C(C)OCC (diethyl ether), C(C)(C)(C)OC(=O)N1CCN(CC1)C(=O)C=1C2=C(N=C(C1)C1=CC=C(C=C1)O)N(N=C2\C=C\C=2C=C1C(N(CC1=CC2)C)=O)C2OCCCC2 (4-[6-(4-Hydroxy-phenyl)-3-[(E)-2-(2-methyl-3-oxo-2,3-dihydro-1H-isoindol-5-yl)-vinyl]-1-(tetrahydro-pyran-2-yl)-1H-pyrazolo[3,4-b]pyridine-4-carbonyl]-piperazine-1-carboxylic acid tert-butyl ester), Cl (HCl). Solvent: CO (methanol), O1CCOCC1 (dioxane). Conditions: time 3 day. The product is hydrochloride salt, OC1=CC=C(C=C1)C1=CC(=C2C(=N1)NN=C2/C=C/C2=CC=C1CN(C(C1=C2)=O)C)C(=O)N2CCNCC2 (6-{(E)-2-[6-(4-Hydroxy-phenyl)-4-(piperazine-1-carbonyl)-1H-pyrazolo[3,4-b]pyridin-3-yl]-vinyl}-2-methyl-2,3-dihydro-isoindol-1-one). Yield: 108.3%. RXN SMILES: C(OC([N:8]1[CH2:13][CH2:12][N:11]([C:14]([C:16]2[C:17]3[C:31](/[CH:32]=[CH:33]/[C:34]4[CH:35]=[C:36]5[C:40](=[CH:41][CH:42]=4)[CH2:39][N:38]([CH3:43])[C:37]5=[O:44])=[N:30][N:29](C4CCCCO4)[C:18]=3[N:19]=[C:20]([C:22]3[CH:27]=[CH:26][C:25]([OH:28])=[CH:24][CH:23]=3)[CH:21]=2)=[O:15])[CH2:10][CH2:9]1)=O)(C)(C)C.Cl.C(OCC)C>CO.O1CCOCC1>[OH:28][C:25]1[CH:26]=[CH:27][C:22]([C:20]2[N:19]=[C:18]3[NH:29][N:30]=[C:31](/[CH:32]=[CH:33]/[C:34]4[CH:35]=[C:36]5[C:40]([CH2:39][N:38]([CH3:43])[C:37]5=[O:44])=[CH:41][CH:42]=4)[C:17]3=[C:16]([C:14]([N:11]3[CH2:10][CH2:9][NH:8][CH2:13][CH2:12]3)=[O:15])[CH:21]=2)=[CH:23][CH:24]=1. Reported procedure: To a solution of 4-[6-(4-Hydroxy-phenyl)-3-[(E)-2-(2-methyl-3-oxo-2,3-dihydro-1H-isoindol-5-yl)-vinyl]-1-(tetrahydro-pyran-2-yl)-1H-pyrazolo[3,4-b]pyridine-4-carbonyl]-piperazine-1-carboxylic acid tert-butyl ester (0.19 g, 0.28 mmol) in methanol (4 ml) was added 4N HCl in dioxane (0.7 ml). The reaction mixture was stirred at room temperature for 3 days, diethyl ether was then added, the resulting precipitated was filtered and washed once with diethyl ether to afford the hydrochloride salt of the...